This data is from the Open Reaction Database (ORD), a public repository of structured organic reaction records. The task is: describe an organic reaction: reactants, conditions, products, and yield Starting materials: [N+](=O)([O-])C1=C(N)C=CC(=C1)SCC(C(F)F)(F)F (2-nitro-4-(2,2,3,3-tetrafluoropropylthio) aniline), [OH-].[NH4+] (ammonium hydroxide), stannous chloride, Cl (hydrochloric acid). The product is NC1=C(C=C(C=C1)SCC(C(F)F)(F)F)N (1,2-diamino-4-(2,2,3,3-tetrafluoropropylthio) benzene). RXN SMILES: [N+:1]([C:4]1[CH:10]=[C:9]([S:11][CH2:12][C:13]([F:18])([F:17])[CH:14]([F:16])[F:15])[CH:8]=[CH:7][C:5]=1[NH2:6])([O-])=O.Cl.[OH-].[NH4+]>>[NH2:6][C:5]1[CH:7]=[CH:8][C:9]([S:11][CH2:12][C:13]([F:18])([F:17])[CH:14]([F:16])[F:15])=[CH:10][C:4]=1[NH2:1] |f:2.3|. Procedure details: 4 G. of 2-nitro-4-(2,2,3,3-tetrafluoropropylthio) aniline is treated with 24 g. of stannous chloride in 25 ml. on concentrated hydrochloric acid. The mixture is stirred for one-half hour, basified with ammonium hydroxide and extracted with chloroform. The chloroform solution is filtered, dried over sodium sulfate, and evaporated to give 1,2-diamino-4-(2,2,3,3-tetrafluoropropylthio) benzene. The reactants are COC(=O)C=1SC=2C(COC3=C(C2N1)C=C(C=C3)C#CC(C)(C)O)NC3CCC3 (4-Cyclobutylamino-9-(3-hydroxy-3-methyl-but-1-ynyl)-4,5-dihydro-6-oxa-3-thia-1-aza-benzo[e]azulene-2-carboxylic acid methyl ester), CO.N (methanol ammonia). Yields the product C1(CCC1)NC1COC2=C(C=3N=C(SC13)C(=O)N)C=C(C=C2)C#CC(C)(C)O (Cyclobutylamino-9-(3-hydroxy-3-methyl-but-1-ynyl)-4,5-dihydro-6-oxa-3-thia-1-aza-benzo[e]azulene-2-carboxylic acid amide). The yield is 54.0%. RXN SMILES: C[O:2][C:3]([C:5]1[S:6][C:7]2[CH:8]([NH:25][CH:26]3[CH2:29][CH2:28][CH2:27]3)[CH2:9][O:10][C:11]3[CH:18]=[CH:17][C:16]([C:19]#[C:20][C:21]([OH:24])([CH3:23])[CH3:22])=[CH:15][C:12]=3[C:13]=2[N:14]=1)=O.CO.[NH3:32]>>[CH:26]1([NH:25][CH:8]2[C:7]3[S:6][C:5]([C:3]([NH2:32])=[O:2])=[N:14][C:13]=3[C:12]3[CH:15]=[C:16]([C:19]#[C:20][C:21]([OH:24])([CH3:23])[CH3:22])[CH:17]=[CH:18][C:11]=3[O:10][CH2:9]2)[CH2:29][CH2:28][CH2:27]1 |f:1.2|. Procedure: A solution of 4-Cyclobutylamino-9-(3-hydroxy-3-methyl-but-1-ynyl)-4,5-dihydro-6-oxa-3-thia-1-aza-benzo[e]azulene-2-carboxylic acid methyl ester (80 mg, 0.19 mmol), in methanol-ammonia (5 mL) was stirred at room temperature for 0.5 h. Then the mixture was filtered to afford 4 Cyclobutylamino-9-(3-hydroxy-3-methyl-but-1-ynyl)-4,5-dihydro-6-oxa-3-thia-1-aza-benzo[e]azulene-2-carboxylic acid amide (42 mg, 54%) as a white solid. Starting materials: Brc1cc2ncnc(Nc3ccc4[nH]ccc4c3)c2s1, COc1ccc(B(O)O)cc1OC. The product is COc1ccc(-c2cc3ncnc(Nc4ccc5[nH]ccc5c4)c3s2)cc1OC. RXN SMILES: [Br:14][c:15]1[cH:16][c:17]2[n:18][cH:19][n:20][c:21]([NH:24][c:25]3[cH:26][c:27]4[cH:28][cH:29][nH:30][c:31]4[cH:32][cH:33]3)[c:22]2[s:23]1.[CH3:1][O:2][c:3]1[cH:4][c:5]([B:11]([OH:12])[OH:13])[cH:6][cH:7][c:8]1[O:9][CH3:10]>>[CH3:1][O:2][c:3]1[cH:4][c:5](-[c:15]2[cH:16][c:17]3[n:18][cH:19][n:20][c:21]([NH:24][c:25]4[cH:26][c:27]5[cH:28][cH:29][nH:30][c:31]5[cH:32][cH:33]4)[c:22]3[s:23]2)[cH:6][cH:7][c:8]1[O:9][CH3:10]. The reactants are NC1=NC=NC(=C1C=O)Cl (4-amino-6-chloro-pyrimidine-5-carbaldehyde), FC=1C=C(CN2N=CC3=CC(=CC=C23)N)C=CC1 (1-(3-fluoro-benzyl)-1H-indazol-5-ylamine), C(C)(C)N(CC)C(C)C (diisopropylethylamine). Run in CS(=O)C (DMSO). Run at temperature 100 celsius, time 2 hour. The product is NC1=NC=NC(=C1C=O)NC=1C=C2C=NN(C2=CC1)CC1=CC(=CC=C1)F (4-amino-6-[1-(3-fluoro-benzyl)-1H-indazol-5-ylamino]-pyrimidine-5-carbaldehyde). RXN SMILES: [NH2:1][C:2]1[C:7]([CH:8]=[O:9])=[C:6](Cl)[N:5]=[CH:4][N:3]=1.[F:11][C:12]1[CH:13]=[C:14]([CH:26]=[CH:27][CH:28]=1)[CH2:15][N:16]1[C:24]2[C:19](=[CH:20][C:21]([NH2:25])=[CH:22][CH:23]=2)[CH:18]=[N:17]1.C(N(C(C)C)CC)(C)C>CS(C)=O>[NH2:1][C:2]1[C:7]([CH:8]=[O:9])=[C:6]([NH:25][C:21]2[CH:20]=[C:19]3[C:24](=[CH:23][CH:22]=2)[N:16]([CH2:15][C:14]2[CH:26]=[CH:27][CH:28]=[C:12]([F:11])[CH:13]=2)[N:17]=[CH:18]3)[N:5]=[CH:4][N:3]=1. Reported procedure: To a mixture of 4-amino-6-chloro-pyrimidine-5-carbaldehyde (95.5 mg, 0.61 mmol) and 1-(3-fluoro-benzyl)-1H-indazol-5-ylamine (147 mg, 0.61 mmol) in DMSO (1.5 mL) was added diisopropylethylamine (DIEA, 79 mg, 0.61 mmol). The mixture was stirred at 100° C. for 2 h, cooled to room temperature, then partitioned between ethyl acetate and H2O. The combined ethyl acetate extracts were dried over Na2SO4 and evaporated to afford a yellow solid, which was used in the next step without further purification... The reactants are COC(=O)C1(c2ccccc2)CCN(C(=O)c2ccc(-c3nc(C)no3)cc2)CC1, CO, Cl, [K+], [OH-]. Yields the product Cc1noc(-c2ccc(C(=O)N3CCC(C(=O)O)(c4ccccc4)CC3)cc2)n1. Reaction SMILES: [CH3:1][O:2][C:3](=[O:4])[C:5]1([c:25]2[cH:26][cH:27][cH:28][cH:29][cH:30]2)[CH2:6][CH2:7][N:8]([C:11]([c:12]2[cH:13][cH:14][c:15](-[c:18]3[n:19][c:20]([CH3:23])[n:21][o:22]3)[cH:16][cH:17]2)=[O:24])[CH2:9][CH2:10]1.[CH3:34][OH:35].[ClH:33].[K+:32].[OH-:31]>>[O:2]=[C:3]([OH:4])[C:5]1([c:25]2[cH:26][cH:27][cH:28][cH:29][cH:30]2)[CH2:6][CH2:7][N:8]([C:11]([c:12]2[cH:13][cH:14][c:15](-[c:18]3[n:19][c:20]([CH3:23])[n:21][o:22]3)[cH:16][cH:17]2)=[O:24])[CH2:9][CH2:10]1.